Dataset: the Open Reaction Database (ORD), a public repository of structured organic reaction records. Task: describe an organic reaction: reactants, conditions, products, and yield Starting materials: C(C)(=O)OCC1=C(N2C(C(C2SC1)N)=O)C(=O)OC(C)(C)C (3-Acetoxymethyl-7-amino-2(t-butoxycarbonyl)-8-oxo-5-thia-1-aza-bicyclo[4,2,0]oct-2-ene), C1(CCCCC1)N=C=NC1CCCCC1 (dicyclohexylcarbodiimide), S1C(=CSCC1)CC(=O)O ((5,6-dihydro-1,4-dithiin-2-yl)acetic acid). Run in CN(C=O)C (dimethylformamide). Reaction conditions: temperature 20 celsius, time 5 hour. Product: C(C)(=O)OCC1=C(N2C(C(C2SC1)NC(CC=1SCCSC1)=O)=O)C(=O)OC(C)(C)C (3-Acetoxymethyl-2-(t-butoxycarbonyl)-7-[(5,6-dihydro-1,4-dithiin-2 -yl)acetamido]-8-oxo-5-thia-1 -aza-bicyclo-[4,2,0]oct-2-ene). The yield is 62.2%. Reaction SMILES: [C:1]([O:4][CH2:5][C:6]1[CH2:13][S:12][CH:11]2[N:8]([C:9](=[O:15])[CH:10]2[NH2:14])[C:7]=1[C:16]([O:18][C:19]([CH3:22])([CH3:21])[CH3:20])=[O:17])(=[O:3])[CH3:2].C1(N=C=NC2CCCCC2)CCCCC1.[S:38]1[CH2:43][CH2:42][S:41][CH:40]=[C:39]1[CH2:44][C:45](O)=[O:46]>CN(C)C=O>[C:1]([O:4][CH2:5][C:6]1[CH2:13][S:12][CH:11]2[N:8]([C:9](=[O:15])[CH:10]2[NH:14][C:45](=[O:46])[CH2:44][C:39]2[S:38][CH2:43][CH2:42][S:41][CH:40]=2)[C:7]=1[C:16]([O:18][C:19]([CH3:22])([CH3:21])[CH3:20])=[O:17])(=[O:3])[CH3:2]. Reported procedure: 3-Acetoxymethyl-7-amino-2(t-butoxycarbonyl)-8-oxo-5-thia-1-aza-bicyclo[4,2,0]oct-2-ene (11.2 g.) and dicyclohexylcarbodiimide (7.8 g.) are added to a solution of (5,6-dihydro-1,4-dithiin-2-yl)acetic acid (6 g.) in dimethylformamide (50 cc.). The reagents are left in contact for 5 hours, with stirring, at a temperature of about 20° C. and then the solid is filtered off. The filtrate is taken up in ethyl acetate (300 cc.) and is washed with an aqueous solution of sodium bicarbonate, N hydrochloric...